Dataset: the Open Reaction Database (ORD), a public repository of structured organic reaction records. Task: describe an organic reaction: reactants, conditions, products, and yield Reactants: N1=CC=C(C=C1)C(=O)O (4-pyridinecarboxylic acid), N,N'-carbonyldiimidazole, NC1=NC2=NC(=CC=C2C=C1)Cl (2-amino-7-chloro-1,8-naphthyridine). The product is ClC1=CC=C2C=CC(=NC2=N1)NC(=O)C1=CC=NC=C1 (N-(7-Chloro-1,8-naphthyridin-2-yl)-4-pyridinecarboxamide). The yield is 36.4%. Reaction SMILES: [N:1]1[CH:6]=[CH:5][C:4]([C:7]([OH:9])=O)=[CH:3][CH:2]=1.[NH2:10][C:11]1[CH:20]=[CH:19][C:18]2[C:13](=[N:14][C:15]([Cl:21])=[CH:16][CH:17]=2)[N:12]=1>>[Cl:21][C:15]1[N:14]=[C:13]2[C:18]([CH:19]=[CH:20][C:11]([NH:10][C:7]([C:4]3[CH:3]=[CH:2][N:1]=[CH:6][CH:5]=3)=[O:9])=[N:12]2)=[CH:17][CH:16]=1. Procedure details: The procedure is similar to that described in Example 2, but starting with 4-pyridinecarboxylic acid (6.2 g), N,N'-carbonyldiimidazole (8.1 g) and 2-amino-7-chloro-1,8-naphthyridine (9 g). The product obtained, after precipitation in water (500 cc), washing with tetrahydrofuran (50 cc), then washing with water (200 cc) and drying (9.8 g; m.p. approximately 220° C.), is purified by crystallization in acetonitrile (850 cc). N-(7-Chloro-1,8-naphthyridin-2-yl)-4-pyridinecarboxamide (5.2 g), m.p. 228...